This data is from the Open Reaction Database (ORD), a public repository of structured organic reaction records. The task is: describe an organic reaction: reactants, conditions, products, and yield Procedure: 2-[(1-Methylethyl)oxy]-5-[3-(2,3,4,5-tetrahydro-1H-2-benzazepin-7-yl)-1,2,4-oxadiazol-5-yl]benzonitrile hydrochloride (Example 3) (70 mg, 0.170 mmol) and caesium carbonate (167 mg, 0.511 mmol) in dry DMF (5 ml) were treated with tert-butyl bromoacetate (0.038 ml, 0.256 mmol) and stirred at RT for 3 hours to give a single product. EtOAc (40 ml) was added and the mixture washed with water (2×50 ml), dried over anhydrous MgSO4 and evaporated to yield the title compound (85 mg) as a clear, colourles... As a reaction SMILES: Cl.[CH3:2][CH:3]([O:5][C:6]1[CH:13]=[CH:12][C:11]([C:14]2[O:18][N:17]=[C:16]([C:19]3[CH:20]=[CH:21][C:22]4[CH2:28][NH:27][CH2:26][CH2:25][CH2:24][C:23]=4[CH:29]=3)[N:15]=2)=[CH:10][C:7]=1[C:8]#[N:9])[CH3:4].C(=O)([O-])[O-].[Cs+].[Cs+].Br[CH2:37][C:38]([O:40][C:41]([CH3:44])([CH3:43])[CH3:42])=[O:39].CCOC(C)=O>CN(C=O)C>[C:8]([C:7]1[CH:10]=[C:11]([C:14]2[O:18][N:17]=[C:16]([C:19]3[CH:20]=[CH:21][C:22]4[CH2:28][N:27]([CH2:37][C:38]([O:40][C:41]([CH3:44])([CH3:43])[CH3:42])=[O:39])[CH2:26][CH2:25][CH2:24][C:23]=4[CH:29]=3)[N:15]=2)[CH:12]=[CH:13][C:6]=1[O:5][CH:3]([CH3:2])[CH3:4])#[N:9] |f:0.1,2.3.4|. Run at time 3 hour. Product: C(#N)C=1C=C(C=CC1OC(C)C)C1=NC(=NO1)C=1C=CC2=C(CCCN(C2)CC(=O)OC(C)(C)C)C1 (1,1-Dimethylethyl [7-(5-{3-cyano-4-[(1-methylethyl)oxy]phenyl}-1,2,4-oxadiazol-3-yl)-1,3,4,5-tetrahydro-2H-2-benzazepin-2-yl]acetate). Isolated yield 102.3%. Starting materials: CCOC(=O)C (EtOAc), Cl.CC(C)OC1=C(C#N)C=C(C=C1)C1=NC(=NO1)C=1C=CC2=C(CCCNC2)C1 (2-[(1-Methylethyl)oxy]-5-[3-(2,3,4,5-tetrahydro-1H-2-benzazepin-7-yl)-1,2,4-oxadiazol-5-yl]benzonitrile hydrochloride), C([O-])([O-])=O.[Cs+].[Cs+] (caesium carbonate), BrCC(=O)OC(C)(C)C (tert-butyl bromoacetate). The solvent is CN(C)C=O (DMF). Reactants: C1=CC=CC=2C3=CC=CC=C3CC12 (fluorene), CC(C)([O-])C.[K+] (potassium tert-butoxide), C(C=C)Cl (allyl chloride), resultant mixture, CC(C)([O-])C.[K+] (potassium tert-butoxide), resultant mixture, [Cl-] (chloride). The solvent is CN(C=O)C (N,N-dimethylformamide), CCCCCC (hexane), O (water). Reaction conditions: temperature 50 celsius, time 2 hour. Yields the product C(C=C)C1(C2=CC=CC=C2C=2C=CC=CC12)CC=C (9,9-diallylfluorene). As a reaction SMILES: [CH:1]1[C:13]2[CH2:12][C:11]3[C:6](=[CH:7][CH:8]=[CH:9][CH:10]=3)[C:5]=2[CH:4]=[CH:3][CH:2]=1.C[C:15]([CH3:18])([O-])[CH3:16].[K+].[CH2:20](Cl)[CH:21]=[CH2:22].[Cl-]>CCCCCC.O.CN(C)C=O>[CH2:16]([C:12]1([CH2:22][CH:21]=[CH2:20])[C:11]2[CH:10]=[CH:9][CH:8]=[CH:7][C:6]=2[C:5]2[C:13]1=[CH:1][CH:2]=[CH:3][CH:4]=2)[CH:15]=[CH2:18] |f:1.2|. Procedure: There were put 10 g of fluorene manufactured by Wako Pure Chemical Industries, Ltd., and 10.1 g of potassium tert-butoxide manufactured by Aldrich Chemical Company in a 200 mL round-bottom flask. To the resultant mixture, 120 mL of dry N,N-dimethylformamide manufactured by Wako Pure Chemical Industries, Ltd. were added. While stirring the mixture at 50° C. under a nitrogen atmosphere, 5.86 mL of allyl chloride manufactured by Kanto Chemical Co., Inc. were added dropwise thereto over two hours. T... Starting materials: FC1=C(C=CC=C1)[N+](=O)[O-] (2-fluoro-nitrobenzene), [H-].[Na+] (sodium hydride), NC=1SC(=CC1C#N)C (2-amino-5-methylthiophene-3-carbonitrile). Run in O1CCCC1 (tetrahydrofuran), O1CCCC1 (tetrahydrofuran). Run at temperature 25 celsius, time 24 hour. Product: [N+](=O)([O-])C1=C(NC=2SC(=CC2C#N)C)C=CC=C1 (2-(2-Nitroanilino)-5-methylthiophene-3-carbonitrile). Isolated yield 67.9%. Reaction SMILES: [H-].[Na+].F[C:4]1[CH:9]=[CH:8][CH:7]=[CH:6][C:5]=1[N+:10]([O-:12])=[O:11].[NH2:13][C:14]1[S:15][C:16]([CH3:21])=[CH:17][C:18]=1[C:19]#[N:20]>O1CCCC1>[N+:10]([C:5]1[CH:6]=[CH:7][CH:8]=[CH:9][C:4]=1[NH:13][C:14]1[S:15][C:16]([CH3:21])=[CH:17][C:18]=1[C:19]#[N:20])([O-:12])=[O:11] |f:0.1|. Procedure: To a stirred slurry of sodium hydride (14.4 g, 50% dispersion in oil, 0.3 mol) in dry tetrahydrofuran (50 mL) under nitrogen was added, dropwise, a solution of 2-fluoro-nitrobenzene (28.2 g, 0.2 mol) and 2-amino-5-methylthiophene-3-carbonitrile (27.6 g, 0.2 mol) in dry tetrahydrofuran (250 mL). The mixture was stirred at 25° C. for 24 hours, poured onto cracked ice and extracted into dichloromethane (3×500 mL). The combined extracts were washed with 2N hydrochloric acid (2×200 mL) water (2×200 m...